From a dataset of the Open Reaction Database (ORD), a public repository of structured organic reaction records. describe an organic reaction: reactants, conditions, products, and yield The reactants are C(C)(C)(C)OC(=O)N[C@@H](CC1=CC=CC=C1)C(=O)OCC12CC3CC(CC(C1)C3)C2 (adamantan-1-ylmethyl N-(tert-butoxycarbonyl)-L-phenylalaninate), C(C)(C)(C)OC(=O)N[C@@H](CC1=CC=CC=C1)C(=O)OCC12CC3CC(CC(C1)C3)C2 (adamantan-1-ylmethyl N-(tert-butoxycarbonyl)-L-phenylalaninate), Cl (hydrogen chloride). Solvent: solution, O1CCOCC1 (dioxane). Run at time 1 hour. The product is Cl.N[C@@H](CC1=CC=CC=C1)C(=O)OCC12CC3CC(CC(C1)C3)C2 (adamantan-1-ylmethyl L-phenylalaninate hydrochloride). RXN SMILES: C(OC([NH:8][C@H:9]([C:17]([O:19][CH2:20][C:21]12[CH2:30][CH:25]3[CH2:26][CH:27]([CH2:29][CH:23]([CH2:24]3)[CH2:22]1)[CH2:28]2)=[O:18])[CH2:10][C:11]1[CH:16]=[CH:15][CH:14]=[CH:13][CH:12]=1)=O)(C)(C)C.[ClH:31]>O1CCOCC1>[ClH:31].[NH2:8][C@H:9]([C:17]([O:19][CH2:20][C:21]12[CH2:30][CH:25]3[CH2:24][CH:23]([CH2:29][CH:27]([CH2:26]3)[CH2:28]1)[CH2:22]2)=[O:18])[CH2:10][C:11]1[CH:12]=[CH:13][CH:14]=[CH:15][CH:16]=1 |f:3.4|. Procedure: 769 mg (1.86 mmol) of adamantan-1-ylmethyl N-(tert-butoxycarbonyl)-L-phenylalaninate (Intermediate 13) were dissolved in 25 ml of a 4 N solution of hydrogen chloride in dioxane and stirred at RT for 1 h. Subsequently, the reaction mixture was concentrated and the residue was dried under reduced pressure. 619 mg (95% of theory) of the title compound were obtained. Starting materials: CC(C)(C)N1CC(O)CC1C(N)=O, O=C(NC(Cc1ccccc1)C1CO1)OCc1ccccc1, CO, CCO, ClCCl. The product is CC(C)(C)N1CC(O)CC1C(=O)NCC(O)C(Cc1ccccc1)NC(=O)OCc1ccccc1. Reaction SMILES: [C:1]([CH3:2])([CH3:3])([CH3:4])[N:5]1[CH:6]([C:7](=[O:8])[NH2:9])[CH2:10][CH:11]([OH:13])[CH2:12]1.[CH2:14]([c:15]1[cH:16][cH:17][cH:18][cH:19][cH:20]1)[O:21][C:22](=[O:23])[NH:24][CH:25]([CH:26]1[CH2:27][O:28]1)[CH2:29][c:30]1[cH:31][cH:32][cH:33][cH:34][cH:35]1.[CH3:36][OH:37].[CH3:38][CH2:39][OH:40].[Cl:41][CH2:42][Cl:43]>>[C:1]([CH3:2])([CH3:3])([CH3:4])[N:5]1[CH:6]([C:7](=[O:8])[NH:9][CH2:27][CH:26]([CH:25]([NH:24][C:22]([O:21][CH2:14][c:15]2[cH:16][cH:17][cH:18][cH:19][cH:20]2)=[O:23])[CH2:29][c:30]2[cH:31][cH:32][cH:33][cH:34][cH:35]2)[OH:28])[CH2:10][CH:11]([OH:13])[CH2:12]1. Reactants: CO, COC(=O)c1cc(CCc2ccccc2)c[nH]1, [Na+], [OH-]. Product: O=C(O)c1cc(CCc2ccccc2)c[nH]1. As a reaction SMILES: [CH3:20][OH:21].[CH3:3][O:4][C:5](=[O:6])[c:7]1[nH:8][cH:9][c:10]([CH2:12][CH2:13][c:14]2[cH:15][cH:16][cH:17][cH:18][cH:19]2)[cH:11]1.[Na+:2].[OH-:1]>>[O:4]=[C:5]([OH:6])[c:7]1[nH:8][cH:9][c:10]([CH2:12][CH2:13][c:14]2[cH:15][cH:16][cH:17][cH:18][cH:19]2)[cH:11]1. Starting materials: CCOC(=O)c1cc2cc(Br)ccc2[nH]1, O=C(Cl)C(=O)Cl, ClCCl, [Na+], O=C([O-])O, CN(C)C=O. The product is CCOC(=O)c1[nH]c2ccc(Br)cc2c1C=O. As a reaction SMILES: [CH2:10]([CH3:11])[O:12][C:13](=[O:14])[c:15]1[nH:16][c:17]2[cH:18][cH:19][c:20]([Br:24])[cH:21][c:22]2[cH:23]1.[Cl:1][C:2](=[O:3])[C:4]([Cl:5])=[O:6].[Cl:7][CH2:8][Cl:9].[Na+:29].[O-:25][C:26]([OH:27])=[O:28].[O:30]=[CH:31][N:32]([CH3:33])[CH3:34]>>[CH:2](=[O:3])[c:23]1[c:15]([C:13]([O:12][CH2:10][CH3:11])=[O:14])[nH:16][c:17]2[cH:18][cH:19][c:20]([Br:24])[cH:21][c:22]21. The reactants are Br, COc1cccc2c1OC(COS(=O)(=O)c1ccc(C)cc1)C2, O. Yields the product Cc1ccc(S(=O)(=O)OCC2Cc3cccc(O)c3O2)cc1. Reaction SMILES: [BrH:24].[CH3:1][c:2]1[cH:3][cH:4][c:5]([S:8](=[O:9])(=[O:10])[O:11][CH2:12][CH:13]2[O:14][c:15]3[c:16]([cH:18][cH:19][cH:20][c:21]3[O:22][CH3:23])[CH2:17]2)[cH:6][cH:7]1.[OH2:25]>>[CH3:1][c:2]1[cH:3][cH:4][c:5]([S:8](=[O:9])(=[O:10])[O:11][CH2:12][CH:13]2[O:14][c:15]3[c:16]([cH:18][cH:19][cH:20][c:21]3[OH:22])[CH2:17]2)[cH:6][cH:7]1.